describe an organic reaction: reactants, conditions, products, and yield From a dataset of the Open Reaction Database (ORD), a public repository of structured organic reaction records. Starting materials: Cl.ClC1=C(C#N)C=CC(=C1)[N+](=O)[O-] (2-chloro-4-nitrobenzonitrile hydrochloride), [H][H] (hydrogen), [Sn] (tin), [Sn] (tin), Cl (hydrochloric acid). The product is Cl.NC1=CC(=C(C#N)C=C1)Cl (4-amino-2-chlorobenzonitrile hydrochloride). As a reaction SMILES: Cl.[Cl:2][C:3]1[CH:10]=[C:9]([N+:11]([O-])=O)[CH:8]=[CH:7][C:4]=1[C:5]#[N:6].[Sn].Cl.[H][H]>>[ClH:2].[NH2:11][C:9]1[CH:8]=[CH:7][C:4]([C:5]#[N:6])=[C:3]([Cl:2])[CH:10]=1 |f:0.1,5.6,^3:13|. Reported procedure: A suspension of 25 g. 2-chloro-4-nitrobenzonitrile hydrochloride and 3 g. granular tin in 147 ml. concentrated hydrochloric acid was warmed to 50°C. and when vigorous hydrogen evolution started 56 g. tin was added in 3 to 5 g. portions with cooling to maintain reaction at 90 to 100°C. The mixture was heated at reflux for 45 minutes, the unreacted tin was separated by decantation, and the resulting solution was concentrated under reduced pressure till about 80 ml. of water was collected, the resi... The reactants are CC(OS(C)(=O)=O)c1nc2c(cnn2C2CCOCC2)c(=O)[nH]1, CC(O)c1nc2c(cnn2C2CCC2)c(=O)[nH]1. Product: CC(OS(C)(=O)=O)c1nc2c(cnn2C2CCC2)c(=O)[nH]1. RXN SMILES: [CH3:1][S:2](=[O:3])(=[O:4])[O:5][CH:6]([CH3:7])[c:8]1[nH:9][c:10](=[O:23])[c:11]2[c:12]([n:13]1)[n:14]([CH:17]1[CH2:18][CH2:20][O:19][CH2:21][CH2:22]1)[n:15][cH:16]2.[CH:24]1([n:25]2[c:26]3[n:27][c:28]([CH:29]([OH:30])[CH3:31])[nH:32][c:33](=[O:34])[c:35]3[cH:36][n:37]2)[CH2:38][CH2:39][CH2:40]1>>[CH3:1][S:2](=[O:3])(=[O:4])[O:5][CH:6]([CH3:7])[c:8]1[nH:9][c:10](=[O:23])[c:11]2[c:12]([n:13]1)[n:14]([CH:17]1[CH2:18][CH2:21][CH2:22]1)[n:15][cH:16]2. The reactants are [Br-].NCC[N+](C)(C)CCNC(=O)C1=NC(=C(N=C1N)N)Cl ((2-amino-ethyl)-{2-[(3,5-diamino-6-chloro-pyrazine-2-carbonyl)-amino]-ethyl}-dimethyl-ammonium bromide), [Br-].NCC[N+](C)(C)CCNC(=O)C1=NC(=C(N=C1N)N)Cl ((2-amino-ethyl)-{2-[(3,5-diamino-6-chloro-pyrazine-2-carbonyl)-amino]-ethyl}-dimethyl-ammonium bromide), ClC1=CC=C(C=C1)CS(=O)(=O)Cl ((4-chloro-phenyl)-methanesulfonyl chloride), CN1CCOCC1 (N-methylmorpholine). Solvent: CN(C)C=O (DMF). Product: [Br-].ClC1=CC=C(C=C1)CS(=O)(=O)NCC[N+](C)(C)CCNC(=O)C1=NC(=C(N=C1N)N)Cl ([2-(4-Chloro-phenylmethanesulfonylamino)-ethyl]-{2-[(3,5-diamino-6-chloro-pyrazine-2-carbonyl)-amino]-ethyl}-dimethyl-ammonium bromide). As a reaction SMILES: [Br-:1].[NH2:2][CH2:3][CH2:4][N+:5]([CH2:8][CH2:9][NH:10][C:11]([C:13]1[C:18]([NH2:19])=[N:17][C:16]([NH2:20])=[C:15]([Cl:21])[N:14]=1)=[O:12])([CH3:7])[CH3:6].[Cl:22][C:23]1[CH:28]=[CH:27][C:26]([CH2:29][S:30](Cl)(=[O:32])=[O:31])=[CH:25][CH:24]=1.CN1CCOCC1>CN(C=O)C>[Br-:1].[Cl:22][C:23]1[CH:24]=[CH:25][C:26]([CH2:29][S:30]([NH:2][CH2:3][CH2:4][N+:5]([CH2:8][CH2:9][NH:10][C:11]([C:13]2[C:18]([NH2:19])=[N:17][C:16]([NH2:20])=[C:15]([Cl:21])[N:14]=2)=[O:12])([CH3:6])[CH3:7])(=[O:32])=[O:31])=[CH:27][CH:28]=1 |f:0.1,5.6|. Reported procedure: A solution of (2-amino-ethyl)-{2-[(3,5-diamino-6-chloro-pyrazine-2-carbonyl)-amino]-ethyl}-dimethyl-ammonium bromide (Intermediate K) (0.3 g, 0.78 mmol), (4-chloro-phenyl)-methanesulfonyl chloride (0.18 g, 0.78 mmol) and N-methylmorpholine (0.35 mL, 3.18 mmol) in DMF (5 mL) is shaken at RT for 16 h. After this time the solvent is removed in vacuo and the residue is subjected to chromatography (basic alumina, 0-15% methanol in DCM) to yield the title compound. M+ 490. Reactants: C1(=CC=CC=C1)CC(=O)N[C@H]1[C@@H]2N(C(=C(CS2)SC2=CC=NN2C2=CC=CC=C2)C(=O)[O-])C1=O ((7R)-7[(phenylacetyl) amino]-3-(1-phenylpyrazol-5-ylthio)-3-cephem-4-carboxylate), 4-methoxybenzyl ester, C1(=CC=CC=C1)OC (anisole), FC(C(=O)O)(F)F (trifluoroacetic acid). Run in ClCCl (dichloromethane). Run at time 2 hour. Yields the product C1(=CC=CC=C1)CC(=O)N[C@H]1[C@@H]2N(C(=C(CS2)SC2=CC=NN2C2=CC=CC=C2)C(=O)O)C1=O ((7R)-7-[(phenylacetyl)amino]-3-(1-phenylpyrazol-5-ylthio)-3-cephem-4-carboxylic acid). Yield: 83.0%. Reaction SMILES: [C:1]1([CH2:7][C:8]([NH:10][C@@H:11]2[C:33](=[O:34])[N:13]3[C:14]([C:30]([O-:32])=[O:31])=[C:15]([S:18][C:19]4[N:23]([C:24]5[CH:29]=[CH:28][CH:27]=[CH:26][CH:25]=5)[N:22]=[CH:21][CH:20]=4)[CH2:16][S:17][C@H:12]23)=[O:9])[CH:6]=[CH:5][CH:4]=[CH:3][CH:2]=1.C1(OC)C=CC=CC=1.FC(F)(F)C(O)=O>ClCCl>[C:1]1([CH2:7][C:8]([NH:10][C@@H:11]2[C:33](=[O:34])[N:13]3[C:14]([C:30]([OH:32])=[O:31])=[C:15]([S:18][C:19]4[N:23]([C:24]5[CH:25]=[CH:26][CH:27]=[CH:28][CH:29]=5)[N:22]=[CH:21][CH:20]=4)[CH2:16][S:17][C@H:12]23)=[O:9])[CH:6]=[CH:5][CH:4]=[CH:3][CH:2]=1. Reported procedure: To a stirring solution of (7R)-7[(phenylacetyl) amino]-3-(1-phenylpyrazol-5-ylthio)-3-cephem-4-carboxylate, 4-methoxybenzyl ester (80 mg, 0.12 mmol) and anisole (0.02 mL) in dichloromethane (2 mL) at 0° C. was added trifluoroacetic acid (0.5 mL). After 2 h at 0° C., the solvent was removed with a rotary evaporator, and the residue was subjected to chromatography on silica gel (3% acetic acid/ethyl acetate), affording 49 mg (83%) of the title compound. 1H NMR (acetone-d6) δ3.21 (s, 2), 3.60 (d, 1... Starting materials: [N+](=O)([O-])C1=CC=C(C=C1)N1CCNCC1 (1-(4-Nitrophenyl)piperazine), O.NN (hydrazine monohydrate), BrCCCN1C(C=2C(C1=O)=CC=CC2)=O (N-(3-bromopropyl)phthalimide), C[Si](C)(C)N=C=O (trimethylsilyl isocyanate), C([O-])([O-])=O.[K+].[K+] (potassium carbonate). The solvent is C1CCOC1 (THF), C1CCOC1 (THF), CN1C(CCC1)=O (1-methyl-2-pyrrolidone). Yields the product NC1=CC=C(C=C1)N1CCN(CC1)CCCNC(=O)N ({3-[4-(4-aminophenyl)piperazin-1-yl]propyl}urea). Reaction SMILES: [N+:1]([C:4]1[CH:9]=[CH:8][C:7]([N:10]2[CH2:15][CH2:14][NH:13][CH2:12][CH2:11]2)=[CH:6][CH:5]=1)([O-])=O.Br[CH2:17][CH2:18][CH2:19][N:20]1C(=O)C2=CC=CC=C2[C:21]1=[O:30].C(=O)([O-])[O-].[K+].[K+].O.NN.C[Si]([N:44]=C=O)(C)C>CN1CCCC1=O.C1COCC1>[NH2:1][C:4]1[CH:9]=[CH:8][C:7]([N:10]2[CH2:15][CH2:14][N:13]([CH2:17][CH2:18][CH2:19][NH:20][C:21]([NH2:44])=[O:30])[CH2:12][CH2:11]2)=[CH:6][CH:5]=1 |f:2.3.4,5.6|. Reported procedure: 1-(4-Nitrophenyl)piperazine and N-(3-bromopropyl)phthalimide were allowed to undergo the reaction under heating in 1-methyl-2-pyrrolidone in the presence of potassium carbonate. The resulting compound was allowed to react with hydrazine monohydrate in THF. The resulting compound was allowed to react with trimethylsilyl isocyanate in THF and then subjected to catalytic hydrogenation in the same manner as in Reference Example 3 to obtain {3-[4-(4-aminophenyl)piperazin-1-yl]propyl}urea. F: 276. Reactants: FC(C(=CC(=O)OC)N)(F)F (methyl 4,4,4-trifluoro-3-amino-2-butenoate), CNN (methylhydrazine), Cl (hydrochloric acid). Solvent: O (water). Reaction conditions: temperature 50 celsius. Yields the product CN1N=C(C=C1C(F)(F)F)O (1-methyl-3-hydroxy-5-trifluoromethylpyrazole). Isolated yield 76.0%. RXN SMILES: [F:1][C:2]([F:11])([F:10])[C:3](N)=[CH:4][C:5](OC)=[O:6].[CH3:12][NH:13][NH2:14].Cl>O>[CH3:12][N:13]1[C:3]([C:2]([F:11])([F:10])[F:1])=[CH:4][C:5]([OH:6])=[N:14]1. Procedure: A mixture of 33.82 g (0.20 mole) of methyl 4,4,4-trifluoro-3-amino-2-butenoate and 10.1 g (0.22 mole) of methylhydrazine was heated at 50° C. for 22.25 hr. The mixture was then cooled, and 15 ml. of water and about 12 ml. of conc. hydrochloric acid were added to bring the pH of the mixture to 6.5-7.0. The precipitated product was filtered off and dried to obtain 25.26 g (76% yield) of the product m.p. 130.5°-131° C.